Dataset: the Open Reaction Database (ORD), a public repository of structured organic reaction records. Task: describe an organic reaction: reactants, conditions, products, and yield Reactants: CC(C)O (IPA), C(C)(C)(C)[Si](O[C@@H]1C=C(C[C@@H]([C@H]1O[Si](C)(C)C(C)(C)C)C)C1=C(C=NC=C1)[N+](=O)[O-])(C)C ((+/−)-4-((3R,4R,5S)-3,4-bis(tert-butyldimethyl-silyloxy)-5-methylcyclohex-1-enyl)-3-nitropyridine). Reported procedure: To a solution of (+/−)-4-((3R,4R,5S)-3,4-bis(tert-butyldimethyl-silyloxy)-5-methylcyclohex-1-enyl)-3-nitropyridine (1.0 equiv.) in ethanol/EtOAc, at a concentration of 0.1 M, was added 10% palladium on carbon (0.1 eq.). The resultant heterogeneous solution was put under an atmosphere of hydrogen and was stirred for 14 hours. At this time the mixture was filtered through a pad of celite eluting with EtOAc. The volatiles were removed in vacuo and the crude material was purified by automated silica... As a reaction SMILES: [C:1]([Si:5]([CH3:32])([CH3:31])[O:6][C@H:7]1[C@H:12]([O:13][Si:14]([C:17]([CH3:20])([CH3:19])[CH3:18])([CH3:16])[CH3:15])[C@@H:11]([CH3:21])[CH2:10][C:9]([C:22]2[CH:27]=[CH:26][N:25]=[CH:24][C:23]=2[N+:28]([O-])=O)=[CH:8]1)([CH3:4])([CH3:3])[CH3:2].CC(O)C>C(O)C.CCOC(C)=O.[Pd].CCCCCCC>[Si:5]([O:6][C@@H:7]1[C@@H:12]([O:13][Si:14]([C:17]([CH3:19])([CH3:20])[CH3:18])([CH3:16])[CH3:15])[C@H:11]([CH3:21])[CH2:10][C@H:9]([C:22]2[CH:27]=[CH:26][N:25]=[CH:24][C:23]=2[NH2:28])[CH2:8]1)([C:1]([CH3:2])([CH3:3])[CH3:4])([CH3:32])[CH3:31].[Si:5]([O:6][C@H:7]1[C@H:12]([O:13][Si:14]([C:17]([CH3:19])([CH3:20])[CH3:18])([CH3:16])[CH3:15])[C@@H:11]([CH3:21])[CH2:10][C@@H:9]([C:22]2[CH:27]=[CH:26][N:25]=[CH:24][C:23]=2[NH2:28])[CH2:8]1)([C:1]([CH3:2])([CH3:3])[CH3:4])([CH3:32])[CH3:31] |f:2.3|. The reagents and catalysts are [Pd] (palladium on carbon). Product: [Si](C)(C)(C(C)(C)C)O[C@H]1C[C@H](C[C@H]([C@@H]1O[Si](C)(C)C(C)(C)C)C)C1=C(C=NC=C1)N (4-((1S,3S,4S,5R)-3,4-bis(tert-butyldimethylsilyloxy)-5-methylcyclohexyl)pyridin-3-amine), [Si](C)(C)(C(C)(C)C)O[C@@H]1C[C@@H](C[C@@H]([C@H]1O[Si](C)(C)C(C)(C)C)C)C1=C(C=NC=C1)N (4-((1R,3R,4R,5S)-3,4-bis(tert-butyldimethylsilyloxy)-5-methylcyclohexyl)pyridin-3-amine). Reaction conditions: time 14 hour. Solvent: CCCCCCC (Heptane), C(C)O.CCOC(=O)C (ethanol EtOAc).